Dataset: the Open Reaction Database (ORD), a public repository of structured organic reaction records. Task: describe an organic reaction: reactants, conditions, products, and yield The reactants are C1(CCCCC1)N=C=NC1CCCCC1 (dicyclohexylcarbodiimide), OC1=CC(CCC1)=O (3-Hydroxy-cyclohex-2-enone), C(Cl)Cl (methylene chloride), C(Cl)Cl (methylene chloride), C(C)(=O)O (acetic acid). The reagents and catalysts are CN(C1=CC=NC=C1)C (4-(dimethylamino)pyridine). The solvent is CCCCCC.C(C)(=O)OCC.C(Cl)Cl.CC(=O)C (hexane ethyl acetate methylene chloride acetone). The product is O=C1C=C(CCC1)OC(C)=O (acetic acid 3-oxo-cyclohex-1-enyl ester). As a reaction SMILES: [OH:1][C:2]1[CH2:7][CH2:6][CH2:5][C:4](=[O:8])[CH:3]=1.C(Cl)Cl.[C:12](O)(=[O:14])[CH3:13].C1(N=C=NC2CCCCC2)CCCCC1>CN(C)C1C=CN=CC=1.CCCCCC.C(OCC)(=O)C.C(Cl)Cl.CC(C)=O>[O:8]=[C:4]1[CH2:5][CH2:6][CH2:7][C:2]([O:1][C:12](=[O:14])[CH3:13])=[CH:3]1 |f:5.6.7.8|. Reported procedure: 3-Hydroxy-cyclohex-2-enone (1.08 g, 9.64 mmol) was combined with methylene chloride (10 mL) in a 250 mL flask and acetic acid (1.4 eq, 13.75 mmol, 0.78 mL) was added to the mixture. The mixture was cooled in an ice bath and dicyclohexylcarbodiimide (1.3 eq, 12 mmol, 2.5 g) was added portionwise, followed by the addition of 4-(dimethylamino)pyridine (0.05 eq, 0.45 mmol, 50 mg). A sufficient amount of methylene chloride was added to ensure easy stirring and the reaction was monitored by TLC (silic...